Task: describe an organic reaction: reactants, conditions, products, and yield. Dataset: the Open Reaction Database (ORD), a public repository of structured organic reaction records Reactants: COC(=O)C1(c2ccc(N)cc2)CCCC1, CC(C)O, Clc1nc(C2CCCC2)nc2c1CCC2. Product: COC(=O)C1(c2ccc(Nc3nc(C4CCCC4)nc4c3CCC4)cc2)CCCC1. Reaction SMILES: [CH3:16][O:17][C:18](=[O:19])[C:20]1([c:25]2[cH:26][cH:27][c:28]([NH2:31])[cH:29][cH:30]2)[CH2:21][CH2:22][CH2:23][CH2:24]1.[CH:32]([OH:33])([CH3:34])[CH3:35].[Cl:1][c:2]1[n:3][c:4]([CH:11]2[CH2:12][CH2:13][CH2:14][CH2:15]2)[n:5][c:6]2[c:7]1[CH2:8][CH2:9][CH2:10]2>>[c:2]1([NH:31][c:28]2[cH:27][cH:26][c:25]([C:20]3([C:18]([O:17][CH3:16])=[O:19])[CH2:21][CH2:22][CH2:23][CH2:24]3)[cH:30][cH:29]2)[n:3][c:4]([CH:11]2[CH2:12][CH2:13][CH2:14][CH2:15]2)[n:5][c:6]2[c:7]1[CH2:8][CH2:9][CH2:10]2.